From a dataset of the Open Reaction Database (ORD), a public repository of structured organic reaction records. describe an organic reaction: reactants, conditions, products, and yield Reactants: [NH2-].[Na+] (sodium amide), C1(=CC=CC=C1)C(C#N)C1=CC=CC=C1 (diphenylacetonitrile), C(C)(C)N1CC(CC1)Cl (1-isopropyl-3-chloropyrrolidine). Run in C1(=CC=CC=C1)C (toluene), C1(=CC=CC=C1)C (toluene). Conditions: time 3 hour. The product is C1(=CC=CC=C1)C(C#N)(C1CN(CC1)C(C)C)C1=CC=CC=C1 (α,α-Diphenyl-α-(1-isopropyl-3-pyrrolidinyl)acetonitrile). As a reaction SMILES: [NH2-].[Na+].[C:3]1([CH:9]([C:12]2[CH:17]=[CH:16][CH:15]=[CH:14][CH:13]=2)[C:10]#[N:11])[CH:8]=[CH:7][CH:6]=[CH:5][CH:4]=1.[CH:18]([N:21]1[CH2:25][CH2:24][CH:23](Cl)[CH2:22]1)([CH3:20])[CH3:19]>C1(C)C=CC=CC=1>[C:12]1([C:9]([C:3]2[CH:4]=[CH:5][CH:6]=[CH:7][CH:8]=2)([CH:23]2[CH2:24][CH2:25][N:21]([CH:18]([CH3:20])[CH3:19])[CH2:22]2)[C:10]#[N:11])[CH:13]=[CH:14][CH:15]=[CH:16][CH:17]=1 |f:0.1|. Procedure: In a 2 liter, three neck, round-bottom flask fitted with pot thermometer, reflux condensor, electric stirrer and dropping funnel was placed 47.5 g. (1.22 mole) of sodium amide followed by 300 ml. of dry toluene. To this was added dropwise at 50° C. 214 g. (1.11 mole) of diphenylacetonitrile in 800 ml. of dry toluene. When addition was complete, the temperature was raised slowly to reflux and maintained for 4 hours. To the refluxing mixture was added at a rapid dropwise rate 164.9 g. (1.11 mole) ...